From a dataset of the Open Reaction Database (ORD), a public repository of structured organic reaction records. describe an organic reaction: reactants, conditions, products, and yield The reactants are O (water), [OH-].[Na+] (sodium hydroxide), NC1=NC2=C(N1S(=O)(=O)C(C)C)C=CC(=C2)C(C2=CC=CC=C2)=O (2-amino-1-isopropylsulfonyl-5-benzoylbenzimidazole). Run in CC(=O)C (acetone). Product: C1=CC=C(C=C1)C(=O)C2=CC3=C(C=C2)N=C(N3)N (2-amino-5(6)-benzoylbenzimidazole). RXN SMILES: [NH2:1][C:2]1[N:6](S(C(C)C)(=O)=O)[C:5]2[CH:13]=[CH:14][C:15]([C:17](=[O:24])[C:18]3[CH:23]=[CH:22][CH:21]=[CH:20][CH:19]=3)=[CH:16][C:4]=2[N:3]=1.O.[OH-].[Na+]>CC(C)=O>[CH:21]1[CH:20]=[CH:19][C:18]([C:17]([C:15]2[CH:14]=[CH:13][C:5]3[N:6]=[C:2]([NH2:1])[NH:3][C:4]=3[CH:16]=2)=[O:24])=[CH:23][CH:22]=1 |f:2.3|. Procedure details: A slurry of 50 g of 2-amino-1-isopropylsulfonyl-5-benzoylbenzimidazole was heated in 300 ml of acetone and 500 ml of water with 350 ml of 1N sodium hydroxide on a steam bath for two hours. The heating was continued to remove the acetone. Afterwards the solution was cooled to room temperature with stirring. When the cleavage was complete, the precipitate title compound was filtered and washed with water. m/e=237, 160, 105, 77. Starting materials: Br.CN(CCCC1(OCC2=C1C=CC(=C2)C#N)C2=CC=C(C=C2)F)C (1-[3-(dimethylamino)propyl]-1-(4-fluorophenyl)-1,3-dihydro-2-benzofuran-5-carbonitrile hydrobromide), N1CCOCC1 (morpholine). Conditions: temperature 80 celsius. Yields the product CN(CCCC1(OCC2=C1C=CC(=C2)C(=N)N2CCOCC2)C2=CC=C(C=C2)F)C (1-[1-[3-(dimethylamino)propyl]-1-(4-fluorophenyl)-1,3-dihydro-2-benzofuran-5-yl]-1-(morpholin-4-yl)methan-imine). Isolated yield 15.0%. RXN SMILES: Br.[CH3:2][N:3]([CH3:25])[CH2:4][CH2:5][CH2:6][C:7]1([C:18]2[CH:23]=[CH:22][C:21]([F:24])=[CH:20][CH:19]=2)[C:11]2[CH:12]=[CH:13][C:14]([C:16]#[N:17])=[CH:15][C:10]=2[CH2:9][O:8]1.[NH:26]1[CH2:31][CH2:30][O:29][CH2:28][CH2:27]1>>[CH3:25][N:3]([CH3:2])[CH2:4][CH2:5][CH2:6][C:7]1([C:18]2[CH:19]=[CH:20][C:21]([F:24])=[CH:22][CH:23]=2)[C:11]2[CH:12]=[CH:13][C:14]([C:16]([N:26]3[CH2:31][CH2:30][O:29][CH2:28][CH2:27]3)=[NH:17])=[CH:15][C:10]=2[CH2:9][O:8]1 |f:0.1|. Reported procedure: Using 400 mg of 1-[3-(dimethylamino)propyl]-1-(4-fluorophenyl)-1,3-dihydro-2-benzofuran-5-carbonitrile hydrobromide (citalopram HBr) and morpholine (1.5 equiv) gave, after heating at 80° C. for 28 h, title product (75 mg, 15% yield) as a white solid. Starting materials: O=C(n1ccnc1)n1ccnc1, Cc1cc(C(=O)O)ccc1N1CCOCC1, CN(C)C=O, CN1CCN(c2cccc3c2CC(N)CC3)CC1, O=C=O. Product: Cc1cc(C(=O)NC2CCc3cccc(N4CCN(C)CC4)c3C2)ccc1N1CCOCC1. RXN SMILES: [C:17]([n:18]1[cH:19][cH:20][n:21][cH:22]1)([n:23]1[cH:24][cH:25][n:26][cH:27]1)=[O:28].[CH3:1][c:2]1[cH:3][c:4]([C:5](=[O:6])[OH:7])[cH:8][cH:9][c:10]1[N:11]1[CH2:12][CH2:13][O:14][CH2:15][CH2:16]1.[CH3:50][N:51]([CH3:52])[CH:53]=[O:54].[NH2:32][CH:33]1[CH2:34][c:35]2[c:36]([N:43]3[CH2:44][CH2:45][N:46]([CH3:49])[CH2:47][CH2:48]3)[cH:37][cH:38][cH:39][c:40]2[CH2:41][CH2:42]1.[O:29]=[C:30]=[O:31]>>[CH3:1][c:2]1[cH:3][c:4]([C:5](=[O:7])[NH:32][CH:33]2[CH2:34][c:35]3[c:36]([N:43]4[CH2:44][CH2:45][N:46]([CH3:49])[CH2:47][CH2:48]4)[cH:37][cH:38][cH:39][c:40]3[CH2:41][CH2:42]2)[cH:8][cH:9][c:10]1[N:11]1[CH2:12][CH2:13][O:14][CH2:15][CH2:16]1. Reactants: ClCCl, CCO, OC(c1ccc(F)cc1)(c1ccc(F)cc1)C1CCN(Cc2ccccc2)CC1. The product is OC(c1ccc(F)cc1)(c1ccc(F)cc1)C1CCNCC1. Reaction SMILES: [CH2:30]([Cl:31])[Cl:32].[CH3:33][CH2:34][OH:35].[F:1][c:2]1[cH:3][cH:4][c:5]([C:8]([OH:9])([CH:10]2[CH2:11][CH2:12][N:13]([CH2:16][c:17]3[cH:18][cH:19][cH:20][cH:21][cH:22]3)[CH2:14][CH2:15]2)[c:23]2[cH:24][cH:25][c:26]([F:29])[cH:27][cH:28]2)[cH:6][cH:7]1>>[F:1][c:2]1[cH:3][cH:4][c:5]([C:8]([OH:9])([CH:10]2[CH2:11][CH2:12][NH:13][CH2:14][CH2:15]2)[c:23]2[cH:24][cH:25][c:26]([F:29])[cH:27][cH:28]2)[cH:6][cH:7]1. Reactants: ice water, FC1=CC=C(C=O)C=C1 (4-fluorobenzaldehyde), C(C)I (ethyl iodide), FC1=CC=C(C=O)C=C1 (4-fluorobenzaldehyde), NCCCCCCO (6-amino-1-hexanol), C([O-])([O-])=O.[K+].[K+] (potassium carbonate). Run in CS(=O)C (dimethylsulfoxide). Run at temperature 95 celsius, time 5 hour. Yields the product OCCCCCCN(CC)C1=CC=C(C=O)C=C1 (4-(N-6-hydroxyhexyl-N-ethylamino)benzaldehyde). As a reaction SMILES: F[C:2]1[CH:9]=[CH:8][C:5]([CH:6]=[O:7])=[CH:4][CH:3]=1.[NH2:10][CH2:11][CH2:12][CH2:13][CH2:14][CH2:15][CH2:16][OH:17].C(=O)([O-])[O-].[K+].[K+].[CH2:24](I)[CH3:25]>CS(C)=O>[OH:17][CH2:16][CH2:15][CH2:14][CH2:13][CH2:12][CH2:11][N:10]([C:2]1[CH:9]=[CH:8][C:5]([CH:6]=[O:7])=[CH:4][CH:3]=1)[CH2:24][CH3:25] |f:2.3.4|. Procedure details: To a three-neck flask fitted with a mechanical stirrer, a thermometer, and a condenser is added 124.0 g (1 mole) of 4-fluorobenzaldehyde, 117.2 g (1 mole) of 6-amino-1-hexanol, 276.4 g (2 mole) of potassium carbonate, and dimethylsulfoxide. The reaction mixture is heated at 95° C. for about 3 hours until thin-layer chromatography indicates no more 4-fluorobenzaldehyde is present After cooling to room temperature, 156 g (1 mole) of ethyl iodide is added dropwise, and the reaction is stirred at ro... Starting materials: CC(C)(C)OC(=O)N1CCCC1CCC(c1ccccc1)[N+](=O)[O-], CO, Cl, C1COCCO1. Yields the product O=[N+]([O-])C(CCC1CCCN1)c1ccccc1. RXN SMILES: [C:1]([O:2][C:3](=[O:4])[N:8]1[CH:9]([CH2:13][CH2:14][CH:15]([c:16]2[cH:17][cH:18][cH:19][cH:20][cH:21]2)[N+:22](=[O:23])[O-:24])[CH2:10][CH2:11][CH2:12]1)([CH3:5])([CH3:6])[CH3:7].[CH3:26][OH:27].[ClH:25].[O:28]1[CH2:29][CH2:30][O:31][CH2:32][CH2:33]1>>[NH:8]1[CH:9]([CH2:13][CH2:14][CH:15]([c:16]2[cH:17][cH:18][cH:19][cH:20][cH:21]2)[N+:22](=[O:23])[O-:24])[CH2:10][CH2:11][CH2:12]1.